Dataset: the Open Reaction Database (ORD), a public repository of structured organic reaction records. Task: describe an organic reaction: reactants, conditions, products, and yield The reactants are Cl.NC1=CC=CC=C1 (aniline hydrochloride), C(=O)(OCC)N1C(OCC1)=O (N-carboethoxy-2-oxazolidinone), COCCOCCO (2-(2-methoxyethoxy)ethanol). Run at temperature 160 celsius, time 3 hour. Product: C(C)OC(NCCNC1=CC=CC=C1)=O (Ethyl(2-(phenylamino)ethyl)carbamate). The yield is 26.0%. As a reaction SMILES: Cl.[NH2:2][C:3]1[CH:8]=[CH:7][CH:6]=[CH:5][CH:4]=1.[C:9]([N:14]1[CH2:18][CH2:17]OC1=O)([O:11][CH2:12][CH3:13])=[O:10].COCCOCCO>>[CH2:12]([O:11][C:9](=[O:10])[NH:14][CH2:18][CH2:17][NH:2][C:3]1[CH:8]=[CH:7][CH:6]=[CH:5][CH:4]=1)[CH3:13] |f:0.1|. Procedure details: A mixture of aniline hydrochloride (8.7 g, 66.9 mmole), N-carboethoxy-2-oxazolidinone (10.1 g, 63.5 mmole) and 25 ml of 2-(2-methoxyethoxy)ethanol was heated to 160° C. Gas evolution began occurring at 140° C. and continued for 3 hours. The dark homogenous reaction solution was allowed to cool to ambient temperature and worked up according to the procedure described in Example 1. Distillation at 170° C. (0.5 mm) gave a 26 percent yield of a clear oil which slowly solidified on standing.